This data is from the Open Reaction Database (ORD), a public repository of structured organic reaction records. The task is: describe an organic reaction: reactants, conditions, products, and yield The reactants are ClC1=NC=C(C(=C1)C)[N+](=O)[O-] (2-chloro-4-methyl-5-nitropyridine), C(C(=O)OCC)(=O)OCC (diethyl oxalate), N12CCCCCC2=NCCC1 (1,8-diazabicyclo[5.4.0]undec-7-ene). The solvent is COC(C)(C)C (t-butyl methyl ether), O (water), C(C)(=O)O (acetic acid). Conditions: time 1.5 hour. Yields the product C(C)OC(C(CC1=CC(=NC=C1[N+](=O)[O-])Cl)=O)=O (3-(2-Chloro-5-nitropyridin-4-yl)-2-oxopropionic acid ethyl ester). Reaction SMILES: [Cl:1][C:2]1[CH:7]=[C:6]([CH3:8])[C:5]([N+:9]([O-:11])=[O:10])=[CH:4][N:3]=1.[C:12](OCC)(=[O:18])[C:13]([O:15][CH2:16][CH3:17])=[O:14].N12CCCN=C1CCCCC2>COC(C)(C)C.O.C(O)(=O)C>[CH2:16]([O:15][C:13](=[O:14])[C:12](=[O:18])[CH2:8][C:6]1[C:5]([N+:9]([O-:11])=[O:10])=[CH:4][N:3]=[C:2]([Cl:1])[CH:7]=1)[CH3:17]. Procedure: Route B: To a solution of 2-chloro-4-methyl-5-nitropyridine (1.0 g, 5.8 mmol) in diethyl oxalate (4.23 g, 29 mmol) under an argon atmosphere was added 1,8-diazabicyclo[5.4.0]undec-7-ene (0.95 mL, 6.4 mol). The mixture was stirred at rt for 1.5 h then diluted with t-butyl methyl ether (40 mL), water (30 mL) and acetic acid (1 ml). The organic layer was separated, washed with water, dried (MgSO4) and evaporated to dryness. The resultant damp red solid residue was finally dried under high vacuum at... The reactants are C(C)OC(C[C@@H](CC1=CC=C(C=C1)C1=C(C=CC(=C1)F)OC)NC(CCC(=O)O)=O)=O ((R)-4-(4-ethoxy-1-(5′-fluoro-2′-methoxybiphenyl-4-yl)-4-oxobutan-2-ylamino)-4-oxobutanoic acid), [OH-].[Na+] (NaOH). Solvent: CO (MeOH). Run at time 2 hour. Yields the product C(=O)(O)C[C@@H](CC1=CC=C(C=C1)C1=C(C=CC(=C1)F)OC)NC(CCC(=O)O)=O ((R)-4-(1-carboxy-3-(5′-fluoro-2′-methoxybiphenyl-4-yl)propan-2-ylamino)-4-oxobutanoic acid). The yield is 74.9%. As a reaction SMILES: C([O:3][C:4](=[O:31])[CH2:5][C@H:6]([NH:23][C:24](=[O:30])[CH2:25][CH2:26][C:27]([OH:29])=[O:28])[CH2:7][C:8]1[CH:13]=[CH:12][C:11]([C:14]2[CH:19]=[C:18]([F:20])[CH:17]=[CH:16][C:15]=2[O:21][CH3:22])=[CH:10][CH:9]=1)C.[OH-].[Na+]>CO>[C:4]([CH2:5][C@H:6]([NH:23][C:24](=[O:30])[CH2:25][CH2:26][C:27]([OH:29])=[O:28])[CH2:7][C:8]1[CH:13]=[CH:12][C:11]([C:14]2[CH:19]=[C:18]([F:20])[CH:17]=[CH:16][C:15]=2[O:21][CH3:22])=[CH:10][CH:9]=1)([OH:31])=[O:3] |f:1.2|. Procedure details: To a solution of (R)-4-(4-ethoxy-1-(5′-fluoro-2′-methoxybiphenyl-4-yl)-4-oxobutan-2-ylamino)-4-oxobutanoic acid (Example 2-8: 83 mg, 0.192 mmol) in MeOH (2 mL) is added 1N NaOH (4 mL, 4 mmol) After stirring at room temperature for 2 hours, the crude is concentrated under reduced pressure to remove MeOH and is diluted with EtOAc. The organic layer is washed with brine, dried over Na2SO4, filtered and concentrated under reduced pressure. The obtained residue is purified by RP-HPLC (SunFire C18, H2... The reactants are CCO, Cl, [Li], N, C1CCOC1, OC1(c2cccc3[nH]ccc23)CCCNC1. Yields the product c1cc(C2CCCNC2)c2cc[nH]c2c1. RXN SMILES: [CH3:25][CH2:26][OH:27].[ClH:3].[Li:1].[NH3:2].[O:20]1[CH2:21][CH2:22][CH2:23][CH2:24]1.[nH:4]1[cH:5][cH:6][c:7]2[c:8]([C:13]3([OH:19])[CH2:14][NH:15][CH2:16][CH2:17][CH2:18]3)[cH:9][cH:10][cH:11][c:12]12>>[nH:4]1[cH:5][cH:6][c:7]2[c:8]([CH:13]3[CH2:14][NH:15][CH2:16][CH2:17][CH2:18]3)[cH:9][cH:10][cH:11][c:12]12. Reactants: [N+](=O)(O)[O-] (Nitric acid), ClC=1C=CC(=C(C1)C(=O)C1=C(C=CC(=C1)Cl)O)O (bis(5-chloro-2-hydroxyphenyl)ketone). The solvent is C(C)(=O)O (acetic acid). Run at time 1 hour. Product: ClC=1C=C(C(=C(C1)C(=O)C1=C(C=CC(=C1)Cl)O)O)[N+](=O)[O-] (5-chloro-2-hydroxyphenyl 5-chloro-2-hydroxy-3-nitrophenyl ketone). Reaction SMILES: [N+:1]([O-:4])(O)=[O:2].[Cl:5][C:6]1[CH:7]=[CH:8][C:9]([OH:22])=[C:10]([C:12]([C:14]2[CH:19]=[C:18]([Cl:20])[CH:17]=[CH:16][C:15]=2[OH:21])=[O:13])[CH:11]=1>C(O)(=O)C>[Cl:5][C:6]1[CH:7]=[C:8]([N+:1]([O-:4])=[O:2])[C:9]([OH:22])=[C:10]([C:12]([C:14]2[CH:19]=[C:18]([Cl:20])[CH:17]=[CH:16][C:15]=2[OH:21])=[O:13])[CH:11]=1. Reported procedure: Nitric acid (4 ml) was added dropwise to a stirred solution of bis(5-chloro-2-hydroxyphenyl)ketone (2.7 g) in glacial acetic acid (50 ml). The solution was stirred at room temperature for 1 hr and during this time a yellow solid separated from solution. The mixture was poured into ice water and the product collected by filtration. Thin layer chromatography indicated that the product was a mixture of two compounds which were separated by column chromatography on silica gel. Elution with hexane co...